From a dataset of the Open Reaction Database (ORD), a public repository of structured organic reaction records. describe an organic reaction: reactants, conditions, products, and yield Reactants: CS(=O)(=O)C1=NN=C(S1)C=1C=C2C=CN=CC2=CC1 (6-(5-(methylsulfonyl)-1,3,4-thiadiazol-2-yl)isoquinoline), CS(=O)C1=NN=C(S1)C=1C=C2C=CN=CC2=CC1 (6-(5-(methylsulfinyl)-1,3,4-thiadiazol-2-yl)isoquinoline), O1C(=CC=C1)CN (furan-2-ylmethanamine). Solvent: CCOC(=O)C (EtOAc). Reaction conditions: temperature 90 celsius. The product is O1C(=CC=C1)CNC=1SC(=NN1)C=1C=C2C=CN=CC2=CC1 (N-(furan-2-ylmethyl)-5-(isoquinolin-6-yl)-1,3,4-thiadiazol-2-amine). Isolated yield 65.0%. Reaction SMILES: CS([C:5]1[S:9][C:8]([C:10]2[CH:11]=[C:12]3[C:17](=[CH:18][CH:19]=2)[CH:16]=[N:15][CH:14]=[CH:13]3)=[N:7][N:6]=1)(=O)=O.CS(C1SC(C2C=C3C(=CC=2)C=NC=C3)=NN=1)=O.[O:38]1[CH:42]=[CH:41][CH:40]=[C:39]1[CH2:43][NH2:44]>CCOC(C)=O>[O:38]1[CH:42]=[CH:41][CH:40]=[C:39]1[CH2:43][NH:44][C:5]1[S:9][C:8]([C:10]2[CH:11]=[C:12]3[C:17](=[CH:18][CH:19]=2)[CH:16]=[N:15][CH:14]=[CH:13]3)=[N:7][N:6]=1. Procedure details: A stirred mixture of 6-(5-(methylsulfonyl)-1,3,4-thiadiazol-2-yl)isoquinoline and 6-(5-(methylsulfinyl)-1,3,4-thiadiazol-2-yl)isoquinoline (44 mg, 0.16 mmol) and furan-2-ylmethanamine (78 mg, 0.8 mmol) (commercially available from Acros Organics (Order Number 11980)) was heated at 80-100° C. for 3 hours. The resulting mixture was cooled to room temperature, diluted with EtOAc and washed with 2M aqueous Na2CO3 solution and water. The organic layer was dried over Na2SO4, filtered, and concentrated... Starting materials: O=C(O)c1ccc(Br)cc1NC1(Cc2cccc(Cl)c2)C(=O)Nc2cc(Cl)ccc21, ClCCCl, CCN(C(C)C)C(C)C, ClCCl, Cl, CC(=O)NC1CCCNC1, On1nnc2ccccc21. Product: CC(=O)NC1CCCN(C(=O)c2ccc(Br)cc2NC2(Cc3cccc(Cl)c3)C(=O)Nc3cc(Cl)ccc32)C1. As a reaction SMILES: [Br:1][c:2]1[cH:3][c:4]([NH:11][C:12]2([CH2:23][c:24]3[cH:25][c:26]([Cl:30])[cH:27][cH:28][cH:29]3)[C:13](=[O:22])[NH:14][c:15]3[cH:16][c:17]([Cl:21])[cH:18][cH:19][c:20]32)[c:5]([C:6](=[O:7])[OH:8])[cH:9][cH:10]1.[CH2:41]([Cl:42])[CH2:43][Cl:44].[CH:56]([N:57]([CH2:58][CH3:59])[CH:60]([CH3:61])[CH3:62])([CH3:63])[CH3:64].[Cl:65][CH2:66][Cl:67].[ClH:45].[NH:31]1[CH2:32][CH:33]([NH:37][C:38]([CH3:39])=[O:40])[CH2:34][CH2:35][CH2:36]1.[OH:46][n:47]1[c:48]2[c:49]([cH:50][cH:51][cH:52][cH:53]2)[n:54][n:55]1>>[Br:1][c:2]1[cH:3][c:4]([NH:11][C:12]2([CH2:23][c:24]3[cH:25][c:26]([Cl:30])[cH:27][cH:28][cH:29]3)[C:13](=[O:22])[NH:14][c:15]3[cH:16][c:17]([Cl:21])[cH:18][cH:19][c:20]32)[c:5]([C:6](=[O:7])[N:31]2[CH2:32][CH:33]([NH:37][C:38]([CH3:39])=[O:40])[CH2:34][CH2:35][CH2:36]2)[cH:9][cH:10]1. Starting materials: FC1=C(OC2=C3C(=NC=C2)C=C(S3)C3=CC=C(CN(C(OC(C)(C)C)=O)CCOCCOCCOC)C=C3)C=CC(=C1)[N+](=O)[O-] (tert-butyl 4-(7-(2-fluoro-4-nitrophenoxy)thieno[3,2-b]pyridin-2-yl)benzyl(2-(2-(2-methoxyethoxy)ethoxy)ethyl)carbamate), [Cl-].[NH4+] (ammonium chloride). The reagents and catalysts are [Fe] (iron). Solvent: CO (MeOH), O (water). Yields the product NC1=CC(=C(OC2=C3C(=NC=C2)C=C(S3)C3=CC=C(CN(C(OC(C)(C)C)=O)CCOCCOCCOC)C=C3)C=C1)F (tert-butyl 4-(7-(4-amino-2-fluorophenoxy)thieno[3,2-b]pyridin-2-yl)benzyl(2-(2-(2-methoxyethoxy)ethoxy)ethyl)carbamate). Yield: 88.2%. As a reaction SMILES: [F:1][C:2]1[CH:42]=[C:41]([N+:43]([O-])=O)[CH:40]=[CH:39][C:3]=1[O:4][C:5]1[CH:10]=[CH:9][N:8]=[C:7]2[CH:11]=[C:12]([C:14]3[CH:38]=[CH:37][C:17]([CH2:18][N:19]([CH2:27][CH2:28][O:29][CH2:30][CH2:31][O:32][CH2:33][CH2:34][O:35][CH3:36])[C:20](=[O:26])[O:21][C:22]([CH3:25])([CH3:24])[CH3:23])=[CH:16][CH:15]=3)[S:13][C:6]=12.[Cl-].[NH4+]>CO.O.[Fe]>[NH2:43][C:41]1[CH:40]=[CH:39][C:3]([O:4][C:5]2[CH:10]=[CH:9][N:8]=[C:7]3[CH:11]=[C:12]([C:14]4[CH:38]=[CH:37][C:17]([CH2:18][N:19]([CH2:27][CH2:28][O:29][CH2:30][CH2:31][O:32][CH2:33][CH2:34][O:35][CH3:36])[C:20](=[O:26])[O:21][C:22]([CH3:25])([CH3:23])[CH3:24])=[CH:16][CH:15]=4)[S:13][C:6]=23)=[C:2]([F:1])[CH:42]=1 |f:1.2|. Procedure: To a solution of 365 (0.49 g, 0.76 mmol) in MeOH (100 mL) was added iron dust (0.43 g, 7.6 mmol) and ammonium chloride (0.12 g, 2.3 mmol) in water (5 mL). The resulting mixture was heated to reflux for 4 h, then cooled, filtered through a celite pad and concentrated. The residue was partitioned between dichloromethane and water; the organic phase was collected, washed with brine, dried over anhydrous magnesium sulfate, filtered, and concentrated. The residue was purified by silica gel chromatogr... The reactants are CC(=O)Cl, CO, O=C(O)C1NCCc2cc(O)ccc21. Yields the product COC(=O)C1NCCc2cc(O)ccc21. RXN SMILES: [CH3:15][C:16](=[O:17])[Cl:18].[CH3:19][OH:20].[OH:1][c:2]1[cH:3][c:4]2[c:9]([cH:10][cH:11]1)[CH:8]([C:12](=[O:13])[OH:14])[NH:7][CH2:6][CH2:5]2>>[OH:1][c:2]1[cH:3][c:4]2[c:9]([cH:10][cH:11]1)[CH:8]([C:12]([O:13][CH3:15])=[O:14])[NH:7][CH2:6][CH2:5]2. Reaction SMILES: [CH2:23]([N:24]1[CH2:25][CH2:26][O:27][CH2:28][CH2:29]1)[CH3:30].[CH3:1][N:2]1[CH:3]([C:4](=[O:5])[OH:6])[CH:7]([CH3:11])[CH2:8][C:9]1=[O:10].[CH3:47][N:48]([CH3:49])[CH:50]=[O:51].[Cl:31][c:32]1[c:33]([CH2:42][NH2:43])[cH:34][cH:35][cH:36][c:37]1[C:38]([F:39])([F:40])[F:41].[Cl:44][CH2:45][Cl:46].[ClH:12].[OH:13][n:14]1[c:15]2[cH:16][cH:17][cH:18][cH:19][c:20]2[n:21][n:22]1>>[CH3:1][N:2]1[CH:3]([C:4](=[O:6])[NH:43][CH2:42][c:33]2[c:32]([Cl:31])[c:37]([C:38]([F:39])([F:40])[F:41])[cH:36][cH:35][cH:34]2)[CH:7]([CH3:11])[CH2:8][C:9]1=[O:10]. Yields the product CC1CC(=O)N(C)C1C(=O)NCc1cccc(C(F)(F)F)c1Cl. Starting materials: CCN1CCOCC1, CC1CC(=O)N(C)C1C(=O)O, CN(C)C=O, NCc1cccc(C(F)(F)F)c1Cl, ClCCl, Cl, On1nnc2ccccc21. RXN SMILES: [CH2:1]([N:5]1[C:14](=[O:15])[C:13]2[NH:12][C:11]([N+]([O-])=O)=[N:10][C:9]=2[N:8]([CH2:19][CH2:20][CH2:21][CH3:22])[C:6]1=[O:7])[CH2:2][CH2:3][CH3:4].[BrH:23]>>[CH2:1]([N:5]1[C:14](=[O:15])[C:13]2[NH:12][C:11]([Br:23])=[N:10][C:9]=2[N:8]([CH2:19][CH2:20][CH2:21][CH3:22])[C:6]1=[O:7])[CH2:2][CH2:3][CH3:4]. Yields the product C(CCC)N1C(=O)N(C=2N=C(NC2C1=O)Br)CCCC (1,3-Di-n-butyl-8-bromo Xanthine). Procedure details: 1,3-Di-n-butyl-8-bromo xanthine was prepared from 1,3-di-n-butyl-8-nitro xanthine (0.5 g, 0.0016 mol) and concentrated hydrobromic acid (8 ml) using the procedure as described in Example 15. The title product was obtained after recrystallisation from ethanol, yield 0.4 g (91%), m.pt. 178° C. Reactants: C(CCC)N1C(=O)N(C=2N=C(NC2C1=O)[N+](=O)[O-])CCCC (1,3-di-n-butyl-8-nitro xanthine), Br (hydrobromic acid). Reactants: C=C(C)CNCC, Cc1nc(Cl)c2nc(-c3ccccc3)cc-2[nH]1, [K+], [K+], O=C([O-])[O-], O. Product: C=C(C)CN(CC)c1nc(C)[nH]c2cc(-c3ccccc3)nc1-2. RXN SMILES: [CH2:18]([CH3:19])[NH:20][CH2:21][C:22](=[CH2:23])[CH3:24].[Cl:1][c:2]1[c:3]2[n:11][c:10](-[c:12]3[cH:13][cH:14][cH:15][cH:16][cH:17]3)[cH:9][c:4]-2[nH:5][c:6]([CH3:8])[n:7]1.[K+:25].[K+:26].[O-:27][C:28]([O-:29])=[O:30].[OH2:31]>>[c:2]1([N:20]([CH2:18][CH3:19])[CH2:21][C:22](=[CH2:23])[CH3:24])[c:3]2[n:11][c:10](-[c:12]3[cH:13][cH:14][cH:15][cH:16][cH:17]3)[cH:9][c:4]-2[nH:5][c:6]([CH3:8])[n:7]1. Reactants: NC[C@]12[C@@H]([C@H]3CC[C@@H]4[C@]5(CC=C(C([C@@H]5CC[C@]4([C@@]3(CC1)C)C)(C)C)C1=CC=C(C(=O)O)C=C1)C)[C@@H](CC2)C(=C)C (4-((1R,3aS,5aR,5bR,7aR,11aS,11bR,13aR,13bR)-3a-(aminomethyl)-5a,5b,8,8,11a-pentamethyl-1-(prop-1-en-2-yl)-2,3,3a,4,5,5a,5b,6,7,7a,8,11,11a,11b,12,13,13a,13b-octadecahydro-1H-cyclopenta[a]chrysen-9-yl)benzoic acid), O1C(CCC1=O)=O (dihydrofuran-2,5-dione), CCN(C(C)C)C(C)C (DIPEA). The reagents and catalysts are CN(C)C=1C=CN=CC1 (DMAP). Solvent: C(Cl)Cl (DCM). Run at time 18 hour. Product: C(=O)(O)CCC(=O)NC[C@]12[C@@H]([C@H]3CC[C@@H]4[C@]5(CC=C(C([C@@H]5CC[C@]4([C@@]3(CC1)C)C)(C)C)C1=CC=C(C(=O)O)C=C1)C)[C@@H](CC2)C(=C)C (4-((1R,3aS,5aR,5bR,7aR,11aS,11bR,13aR,13bR)-3a-((3-carboxypropanamido)methyl)-5a,5b,8,8,11a-pentamethyl-1-(prop-1-en-2-yl)-2,3,3a,4,5,5a,5b,6,7,7a,8,11,11a,11b,12,13,13a,13b-octadecahydro-1H-cyclopenta[a]chrysen-9-yl)benzoic acid). The yield is 21.0%. RXN SMILES: [NH2:1][CH2:2][C@:3]12[CH2:37][CH2:36][C@@H:35]([C:38]([CH3:40])=[CH2:39])[C@@H:4]1[C@@H:5]1[C@@:18]([CH3:21])([CH2:19][CH2:20]2)[C@@:17]2([CH3:22])[C@@H:8]([C@:9]3([CH3:34])[C@@H:14]([CH2:15][CH2:16]2)[C:13]([CH3:24])([CH3:23])[C:12]([C:25]2[CH:33]=[CH:32][C:28]([C:29]([OH:31])=[O:30])=[CH:27][CH:26]=2)=[CH:11][CH2:10]3)[CH2:7][CH2:6]1.[O:41]1[C:45](=[O:46])[CH2:44][CH2:43][C:42]1=[O:47].CCN(C(C)C)C(C)C>C(Cl)Cl.CN(C1C=CN=CC=1)C>[C:42]([CH2:43][CH2:44][C:45]([NH:1][CH2:2][C@:3]12[CH2:37][CH2:36][C@@H:35]([C:38]([CH3:40])=[CH2:39])[C@@H:4]1[C@@H:5]1[C@@:18]([CH3:21])([CH2:19][CH2:20]2)[C@@:17]2([CH3:22])[C@@H:8]([C@:9]3([CH3:34])[C@@H:14]([CH2:15][CH2:16]2)[C:13]([CH3:24])([CH3:23])[C:12]([C:25]2[CH:33]=[CH:32][C:28]([C:29]([OH:31])=[O:30])=[CH:27][CH:26]=2)=[CH:11][CH2:10]3)[CH2:7][CH2:6]1)=[O:46])([OH:47])=[O:41]. Procedure details: To a solution of 4-((1R,3aS,5aR,5bR,7aR,11aS,11bR,13aR,13bR)-3a-(aminomethyl)-5a,5b,8,8,11a-pentamethyl-1-(prop-1-en-2-yl)-2,3,3a,4,5,5a,5b,6,7,7a,8,11,11a,11b,12,13,13a,13b-octadecahydro-1H-cyclopenta[a]chrysen-9-yl)benzoic acid (20 mg, 0.037 mmol) in DCM (2 ml) was added dihydrofuran-2,5-dione (11.04 mg, 0.110 mmol) followed by DMAP (4.49 mg, 0.037 mmol) and DIPEA (6.42 μl, 0.037 mmol). The mixture was stirred at rt for 18 h. The solvent was removed in vacuo and the resulting residue was purif... Starting materials: FC=1C=C(C=CC1)C1=NN2C(C=CC(=C2)C(F)(F)F)=C1C1=CC=C(C=C1)S(=O)(=O)N (4-[2-(3-fluoro-phenyl)-6-trifluoromethyl-pyrazolo[1,5-a]pyridin-3-yl]benzenesulfonamide), C(C)(C)N(CC)C(C)C (diisopropylethylamine), C(CCCC)(=O)Cl (valeryl chloride). Reagents/catalysts: CN(C1=CC=NC=C1)C (4-dimethylaminopyridine). The solvent is C(Cl)(Cl)Cl (chloroform). Reaction conditions: time 20 hour. Yields the product FC=1C=C(C=CC1)C1=NN2C(C=CC(=C2)C(F)(F)F)=C1C1=CC=C(C=C1)S(=O)(=O)NC(CCCC)=O (4-[2-(3-Fluorophenyl)-6-(trifluoromethyl)pyrazolo[1,5-a]pyridin-3-yl]-N-pentanoylbenzenesulfonamide). Isolated yield 57.7%. Reaction SMILES: [F:1][C:2]1[CH:3]=[C:4]([C:8]2[C:20]([C:21]3[CH:26]=[CH:25][C:24]([S:27]([NH2:30])(=[O:29])=[O:28])=[CH:23][CH:22]=3)=[C:11]3[CH:12]=[CH:13][C:14]([C:16]([F:19])([F:18])[F:17])=[CH:15][N:10]3[N:9]=2)[CH:5]=[CH:6][CH:7]=1.C(N(C(C)C)CC)(C)C.[C:40](Cl)(=[O:45])[CH2:41][CH2:42][CH2:43][CH3:44]>C(Cl)(Cl)Cl.CN(C)C1C=CN=CC=1>[F:1][C:2]1[CH:3]=[C:4]([C:8]2[C:20]([C:21]3[CH:26]=[CH:25][C:24]([S:27]([NH:30][C:40](=[O:45])[CH2:41][CH2:42][CH2:43][CH3:44])(=[O:29])=[O:28])=[CH:23][CH:22]=3)=[C:11]3[CH:12]=[CH:13][C:14]([C:16]([F:17])([F:18])[F:19])=[CH:15][N:10]3[N:9]=2)[CH:5]=[CH:6][CH:7]=1. Procedure details: To a solution of 4-[2-(3-fluoro-phenyl)-6-trifluoromethyl-pyrazolo[1,5-a]pyridin-3-yl]benzenesulfonamide (0.109 g 0.25 mmol) in chloroform (10 ml) was added diisopropylethylamine (Aldrich) (100 μl), 4-dimethylaminopyridine (0.02 g 0.16 mmol) and valeryl chloride (Aldrich) (0.072 g 0.6 mmol) and the reaction was stirred at room temperature for 20 hr. It was washed with M Na2CO3 (5 ml), water (5 ml) and dried (MgSO4). Removal of solvent gave a solid which was purified by SPE chromatography. Elutio...